Dataset: the Open Reaction Database (ORD), a public repository of structured organic reaction records. Task: describe an organic reaction: reactants, conditions, products, and yield The reactants are CN(C)CCN, Clc1cc(Cl)nc(-c2ccc(Cl)c(Cl)c2)n1, O. Product: CN(C)CCNc1cc(Cl)nc(-c2ccc(Cl)c(Cl)c2)n1. As a reaction SMILES: [CH3:17][N:18]([CH2:19][CH2:20][NH2:21])[CH3:22].[Cl:1][c:2]1[n:3][c:4](-[c:9]2[cH:10][c:11]([Cl:16])[c:12]([Cl:15])[cH:13][cH:14]2)[n:5][c:6]([Cl:8])[cH:7]1.[OH2:23]>>[c:2]1([NH:21][CH2:20][CH2:19][N:18]([CH3:17])[CH3:22])[n:3][c:4](-[c:9]2[cH:10][c:11]([Cl:16])[c:12]([Cl:15])[cH:13][cH:14]2)[n:5][c:6]([Cl:8])[cH:7]1. Starting materials: CCOCC, CCOC(=O)c1nn(C)c2c1CCc1cnc(OS(=O)(=O)C(F)(F)F)nc1-2, CC(C)(C)OC(=O)N1CCC(N)C1, C1COCCO1. The product is CCOC(=O)c1nn(C)c2c1CCc1cnc(NC3CCN(C(=O)OC(C)(C)C)C3)nc1-2. As a reaction SMILES: [CH2:41]([O:42][CH2:43][CH3:44])[CH3:45].[CH3:1][n:2]1[n:3][c:4]([C:23](=[O:24])[O:25][CH2:26][CH3:27])[c:5]2[c:14]1-[c:13]1[c:8]([cH:9][n:10][c:11]([O:15][S:16]([C:17]([F:18])([F:19])[F:20])(=[O:21])=[O:22])[n:12]1)[CH2:7][CH2:6]2.[NH2:28][CH:29]1[CH2:30][N:31]([C:34](=[O:35])[O:36][C:37]([CH3:38])([CH3:39])[CH3:40])[CH2:32][CH2:33]1.[O:46]1[CH2:47][CH2:48][O:49][CH2:50][CH2:51]1>>[CH3:1][n:2]1[n:3][c:4]([C:23](=[O:24])[O:25][CH2:26][CH3:27])[c:5]2[c:14]1-[c:13]1[c:8]([cH:9][n:10][c:11]([NH:28][CH:29]3[CH2:30][N:31]([C:34](=[O:35])[O:36][C:37]([CH3:38])([CH3:39])[CH3:40])[CH2:32][CH2:33]3)[n:12]1)[CH2:7][CH2:6]2. Reactants: C(CC#CCCCCCCCC)O (3-dodecyn-1-ol), C#C (acetylene), [H][H] (hydrogen). Reagents/catalysts: [Pd].CC(=O)[O-].CC(=O)[O-].[Pb+2] (Lindlar catalyst). Run in C(C)O (ethanol). Product: CCCCCCCC/C=C\CCO (3Z-dodecen-1-ol). Isolated yield 95.2%. RXN SMILES: [CH2:1]([OH:13])[CH2:2][C:3]#[C:4][CH2:5][CH2:6][CH2:7][CH2:8][CH2:9][CH2:10][CH2:11][CH3:12].[H][H].C#C>C(O)C.[Pd].CC([O-])=O.CC([O-])=O.[Pb+2]>[CH3:12][CH2:11][CH2:10][CH2:9][CH2:8][CH2:7][CH2:6][CH2:5]/[CH:4]=[CH:3]\[CH2:2][CH2:1][OH:13] |f:4.5.6.7|. Reported procedure: A mixture of 24 g of 3-dodecyn-1-ol in 400 ml of ethanol and 1 g of Lindlar catalyst was hydrogenated under 1 atmosphere of hydrogen. The progress of the reaction was followed by gas chromatography until the acetylene was consumed. The catalyst was removed by filtration through celite and the ethanol evaporated. The resulting residue was distilled to give 23.09 g of 3Z-dodecen-1-ol, bp 83-86/0.3 mm. Reactants: NC1=C(C(=O)OC)C=C(C=C1)N (methyl 2,5-diaminobenzoate), C(C=1C(O)=CC=CC1)(=O)O (salicylic acid), P(Cl)(Cl)Cl (phosphorus trichloride). Product: C(C=1C(O)=CC=CC1)(=O)NC1=C(C(=O)OC)C=C(C=C1)NC(C=1C(O)=CC=CC1)=O (methyl 2,5-bis(salicylamido)-benzoate). The yield is 54.0%. RXN SMILES: [NH2:1][C:2]1[CH:11]=[CH:10][C:9]([NH2:12])=[CH:8][C:3]=1[C:4]([O:6][CH3:7])=[O:5].[C:13]([OH:22])(=O)[C:14]1[C:15](=[CH:17][CH:18]=[CH:19][CH:20]=1)[OH:16].P(Cl)(Cl)Cl>>[C:13]([NH:1][C:2]1[CH:11]=[CH:10][C:9]([NH:12][C:13](=[O:22])[C:14]2[C:15](=[CH:17][CH:18]=[CH:19][CH:20]=2)[OH:16])=[CH:8][C:3]=1[C:4]([O:6][CH3:7])=[O:5])(=[O:22])[C:14]1[C:15](=[CH:17][CH:18]=[CH:19][CH:20]=1)[OH:16]. Procedure details: By the procedure similar to that described in Example 15, methyl 2,5-diaminobenzoate was condensed with salicylic acid with the aid of phosphorus trichloride to obtain methyl 2,5-bis(salicylamido)-benzoate (Yield; 54%). The product was confirmed to be identical to that obtained in Example 4. Starting materials: Nc1nc(O)c2nc(Br)n(COC(CO)CO)c2n1, NN, O. The product is Nc1nc(O)c2nc(N)n(COC(CO)CO)c2n1. As a reaction SMILES: [NH2:1][c:2]1[n:3][c:4]([OH:19])[c:5]2[n:6][c:7]([Br:18])[n:8]([CH2:11][O:12][CH:13]([CH2:14][OH:15])[CH2:16][OH:17])[c:9]2[n:10]1.[NH2:20][NH2:21].[OH2:22]>>[NH2:1][c:2]1[n:3][c:4]([OH:19])[c:5]2[n:6][c:7]([NH2:20])[n:8]([CH2:11][O:12][CH:13]([CH2:14][OH:15])[CH2:16][OH:17])[c:9]2[n:10]1.